From a dataset of the Open Reaction Database (ORD), a public repository of structured organic reaction records. describe an organic reaction: reactants, conditions, products, and yield The product is COC(CCC1=CC=CC(=C1)C(C)=O)=O (5-acetylbenzenepropanoic acid methyl ester). Reactants: COC(CCC1=C(C=CC(=C1)C(C)=O)OCCCCCOC(C)=O)=O (2-[[5-(acetoxy)pentyl]oxy]-5-acetylbenzenepropanoic acid methyl ester), O.C1(=CC=C(C=C1)S(=O)(=O)O)C (p-toluenesulfonic acid monohydrate). Conditions: time 21 hour. The solvent is CO (methanol). RXN SMILES: [CH3:1][O:2][C:3](=[O:25])[CH2:4][CH2:5][C:6]1[CH:11]=[C:10]([C:12](=[O:14])[CH3:13])[CH:9]=[CH:8][C:7]=1OCCCCCOC(=O)C.O.C1(C)C=CC(S(O)(=O)=O)=CC=1>CO>[CH3:1][O:2][C:3](=[O:25])[CH2:4][CH2:5][C:6]1[CH:11]=[C:10]([C:12](=[O:14])[CH3:13])[CH:9]=[CH:8][CH:7]=1 |f:1.2|. Procedure: A solution of 4.22 g (12.06 mmol) of 2-[[5-(acetoxy)pentyl]oxy]-5-acetylbenzenepropanoic acid methyl ester and 0.1 g of p-toluenesulfonic acid monohydrate in 50 mL of methanol was stirred and refluxed for 3.5 hr and stirred at room temperature for 21 hr. Most of the methanol was removed in vacuo and the residue was diluted with water and worked-up with ether in the usual manner (the combined ether extracts were additionally washed with saturated aqueous sodium bicarbonate). The product was purif...